Dataset: the Open Reaction Database (ORD), a public repository of structured organic reaction records. Task: describe an organic reaction: reactants, conditions, products, and yield Reactants: FC1=C(C=CC(=C1)N)NC1=C2C(=NC=C1)N(C=C2)COCC[Si](C)(C)C (2-fluoro-N1-(1-{[2-(trimethylsilyl)ethoxy]methyl}-1H-pyrrolo[2,3-b]pyridine-4-yl)benzene-1,4-diamine), [OH-].[Na+] (sodium hydroxide), ClC1=NC(=NC(=C1)C1=CC=NC=C1)N (4-chloro-6-pyridin-4-ylpyrimidine-2-amine), Cl (hydrochloric acid). Solvent: O (water). The product is FC=1C=C(C=CC1NC1=C2C(=NC=C1)NC=C2)NC2=NC(=NC(=C2)C2=CC=NC=C2)N (N4-[3-Fluoro-4-(1H-pyrrolo[2,3-b]pyridin-4-ylamino)phenyl]-6-pyridin-4-ylpyrimidine-2,4-diamine). As a reaction SMILES: [F:1][C:2]1[CH:7]=[C:6]([NH2:8])[CH:5]=[CH:4][C:3]=1[NH:9][C:10]1[CH:15]=[CH:14][N:13]=[C:12]2[N:16](COCC[Si](C)(C)C)[CH:17]=[CH:18][C:11]=12.Cl[C:28]1[CH:33]=[C:32]([C:34]2[CH:39]=[CH:38][N:37]=[CH:36][CH:35]=2)[N:31]=[C:30]([NH2:40])[N:29]=1.Cl.[OH-].[Na+]>O>[F:1][C:2]1[CH:7]=[C:6]([NH:8][C:28]2[CH:33]=[C:32]([C:34]3[CH:39]=[CH:38][N:37]=[CH:36][CH:35]=3)[N:31]=[C:30]([NH2:40])[N:29]=2)[CH:5]=[CH:4][C:3]=1[NH:9][C:10]1[CH:15]=[CH:14][N:13]=[C:12]2[NH:16][CH:17]=[CH:18][C:11]=12 |f:3.4|. Reported procedure: 70 mg (0.19 mmol) of 2-fluoro-N1-(1-{[2-(trimethylsilyl)ethoxy]methyl}-1H-pyrrolo[2,3-b]pyridine-4-yl)benzene-1,4-diamine and 41 mg (0.20 mmol) of 4-chloro-6-pyridin-4-ylpyrimidine-2-amine are suspended in 2.5 ml of water. 27 μl (0.28 mmol) of a 37% strength hydrochloric acid solution are then added, and the mixture is heated under reflux overnight. Using 1N aqueous sodium hydroxide solution, the suspension is then adjusted to pH 10, resulting in the precipitation of crystals. The solid is filte... Reactants: Cl (HCl), C1(CC1)C1=NN(C(=C1)C1CC1)C1=CC=C(C=N1)NC(=O)C=1C=C2C=CC=NC2=CC1 (N-[6-(3,5-dicyclopropyl-1H-pyrazol-1-yl)pyridin-3-yl]quinoline-6-carboxamide), intermediate 26, intermediate 14. The solvent is C(C)OCC (diethyl ether), C1CCOC1 (THF). Reaction conditions: time 15 minute. Yields the product Cl.Cl.C1(CC1)C1=NN(C(=C1)C1CC1)C1=CC=C(C=N1)NC(=O)C=1C=C2C=CC=NC2=CC1 (N-[6-(3,5-dicyclopropyl-1H-pyrazol-1-yl)pyridin-3-yl]quinoline-6-carboxamide Dihydrochloride). As a reaction SMILES: [CH:1]1([C:4]2[CH:8]=[C:7]([CH:9]3[CH2:11][CH2:10]3)[N:6]([C:12]3[N:17]=[CH:16][C:15]([NH:18][C:19]([C:21]4[CH:22]=[C:23]5[C:28](=[CH:29][CH:30]=4)[N:27]=[CH:26][CH:25]=[CH:24]5)=[O:20])=[CH:14][CH:13]=3)[N:5]=2)[CH2:3][CH2:2]1.[ClH:31]>C1COCC1.C(OCC)C>[ClH:31].[ClH:31].[CH:1]1([C:4]2[CH:8]=[C:7]([CH:9]3[CH2:11][CH2:10]3)[N:6]([C:12]3[N:17]=[CH:16][C:15]([NH:18][C:19]([C:21]4[CH:22]=[C:23]5[C:28](=[CH:29][CH:30]=4)[N:27]=[CH:26][CH:25]=[CH:24]5)=[O:20])=[CH:14][CH:13]=3)[N:5]=2)[CH2:2][CH2:3]1 |f:4.5.6|. Procedure details: Following the general procedure-1, N-[6-(3,5-dicyclopropyl-1H-pyrazol-1-yl)pyridin-3-yl]quinoline-6-carboxamide (71 mg) was prepared from intermediate 26 (103 mg, 0.59 mmol) and intermediate 14 (120 mg, 0.49 mmol) as an orange solid and dissolved in THF. Saturated HCl in diethyl ether was added to this solution at 0° C. and stirred for 15 min. Solid that separated out was filtered and dried to give the title compound (62 mg) as an yellow solid. M. P. 232-238° C. 1H-NMR (δ ppm, DMSO-d6, 400 MHz):... The reactants are CCO, O=C(O)c1ccc2ccccc2c1O, CCCC(=O)NN=C(C)c1ccncc1. As a reaction SMILES: [CH3:30][CH2:31][OH:32].[OH:16][C:17](=[O:18])[c:19]1[cH:20][cH:21][c:22]2[cH:23][cH:24][cH:25][cH:26][c:27]2[c:28]1[OH:29].[n:1]1[cH:2][cH:3][c:4]([C:7]([CH3:8])=[N:9][NH:10][C:11]([CH2:12][CH2:13][CH3:14])=[O:15])[cH:5][cH:6]1>>[O:16]=[C:17]([OH:18])[c:19]1[cH:20][cH:21][c:22]2[cH:23][cH:24][cH:25][cH:26][c:27]2[c:28]1[OH:29].[n:1]1[cH:2][cH:3][c:4]([C:7]([CH3:8])=[N:9][NH:10][C:11]([CH2:12][CH2:13][CH3:14])=[O:15])[cH:5][cH:6]1. Product: O=C(O)c1ccc2ccccc2c1O, CCCC(=O)NN=C(C)c1ccncc1. The reactants are [N+](=O)([O-])C=1C=NC=CC1Cl (3-nitro-4-chloropyridine), [NH4+].[OH-] (NH4OH), NC1=CC=C(C#N)C=C1 (4-aminobenzonitrile), Heterocyclic. The solvent is C(C)O (ethanol). Reaction conditions: time 17 hour. Product: [N+](=O)([O-])C=1C=NC=CC1NC1=CC=C(C#N)C=C1 (4-(N-3-nitropyrid-4-ylamino)benzonitrile). RXN SMILES: [N+:1]([C:4]1[CH:5]=[N:6][CH:7]=[CH:8][C:9]=1Cl)([O-:3])=[O:2].[NH2:11][C:12]1[CH:19]=[CH:18][C:15]([C:16]#[N:17])=[CH:14][CH:13]=1.[NH4+].[OH-]>C(O)C>[N+:1]([C:4]1[CH:5]=[N:6][CH:7]=[CH:8][C:9]=1[NH:11][C:12]1[CH:19]=[CH:18][C:15]([C:16]#[N:17])=[CH:14][CH:13]=1)([O-:3])=[O:2] |f:2.3|. Procedure details: To a solution under N2 of 3-nitro-4-chloropyridine (4.63 g, 29.2 mmol), prepared as described by Wright, G. C., J. Heterocyclic Chem. 1976, 13, 601, and Kruger, S. and Mann, F. G., J. Chem. Soc. 2 1955, 758, in absolute ethanol (100 mL) was added 4-aminobenzonitrile (3.45 g, 29.2 mmol) and the resulting purple-brown solution was stirred for 17 hours at ambient temperature, during which time it became a green-brown suspension. The reaction mixture was poured into cold 10% aqueous NH4OH and filter... Reactants: C1(=CC=CC=C1)S(=O)(=O)Cl (phenylsulfonyl chloride), N1[C@H](C(=O)O)CCC1 (l-proline), Cl (HCl). Run in [OH-].[Na+] (sodium hydroxide). Reaction conditions: time 8 hour. Yields the product C1(=CC=CC=C1)S(=O)(=O)N1[C@H](C(=O)O)CCC1 (N-phenylsulfonyl proline). Isolated yield 97.9%. RXN SMILES: [NH:1]1[CH2:8][CH2:7][CH2:6][C@H:2]1[C:3]([OH:5])=[O:4].[C:9]1([S:15](Cl)(=[O:17])=[O:16])[CH:14]=[CH:13][CH:12]=[CH:11][CH:10]=1.Cl>[OH-].[Na+]>[C:9]1([S:15]([N:1]2[CH2:8][CH2:7][CH2:6][C@H:2]2[C:3]([OH:5])=[O:4])(=[O:17])=[O:16])[CH:14]=[CH:13][CH:12]=[CH:11][CH:10]=1 |f:3.4|. Procedure: To a solution of d/l-proline (2.0 g, 6.8 mmol) in aqueous sodium hydroxide (1M, 34.7 mL) chilled at 0° C., was added phenylsulfonyl chloride (2.21 mL, 17.0 mmol) slowly. The reaction was stirred overnight at room temperature. The reaction mixture was acidified with HCl (20 ml, aqueous, 1 N) and extracted with diethyl ether (2×20 mL). The combined organic extracts were then dried over magnesium sulfate and concentrated under reduced pressure to give the desired N-phenylsulfonyl proline (1.7 g) as... Reactants: CS(=O)(=O)c1ccc(-c2ccccc2)c(C(=O)O)c1, FC(F)(F)c1ccnc(N2CCNCC2)n1. The product is CS(=O)(=O)c1ccc(-c2ccccc2)c(C(=O)N2CCN(c3nccc(C(F)(F)F)n3)CC2)c1. Reaction SMILES: [CH3:17][S:18](=[O:19])(=[O:20])[c:21]1[cH:22][c:23]([C:33](=[O:34])[OH:35])[c:24](-[c:27]2[cH:28][cH:29][cH:30][cH:31][cH:32]2)[cH:25][cH:26]1.[N:1]1([c:7]2[n:8][cH:9][cH:10][c:11]([C:13]([F:14])([F:15])[F:16])[n:12]2)[CH2:2][CH2:3][NH:4][CH2:5][CH2:6]1>>[N:1]1([c:7]2[n:8][cH:9][cH:10][c:11]([C:13]([F:14])([F:15])[F:16])[n:12]2)[CH2:2][CH2:3][N:4]([C:33]([c:23]2[cH:22][c:21]([S:18]([CH3:17])(=[O:19])=[O:20])[cH:26][cH:25][c:24]2-[c:27]2[cH:28][cH:29][cH:30][cH:31][cH:32]2)=[O:34])[CH2:5][CH2:6]1. RXN SMILES: Br[C:2]1[CH:3]=[C:4]([C:9]([NH:12][C:13]([N:15]2[CH:21]3[CH2:22][CH2:23][N:18]([CH2:19][CH2:20]3)[CH2:17][CH2:16]2)=[O:14])([CH3:11])[CH3:10])[CH:5]=[CH:6][C:7]=1[F:8].[F:24][C:25]1[CH:30]=[CH:29][C:28](B(O)O)=[CH:27][CH:26]=1>C([O-])(=O)C.[Pd+2].C([O-])(=O)C>[F:24][C:25]1[CH:30]=[CH:29][C:28]([C:2]2[C:7]([F:8])=[CH:6][CH:5]=[C:4]([C:9]([NH:12][C:13]([N:15]3[CH:21]4[CH2:20][CH2:19][N:18]([CH2:23][CH2:22]4)[CH2:17][CH2:16]3)=[O:14])([CH3:10])[CH3:11])[CH:3]=2)=[CH:27][CH:26]=1 |f:2.3.4|. Yield: 61.4%. The reactants are BrC=1C=C(C=CC1F)C(C)(C)NC(=O)N1CCN2CCC1CC2 (N-[2-(3-bromo-4-fluorophenyl)propan-2-yl]-1,4-diazabicyclo[3.2.2]nonane-4-carboxamide), FC1=CC=C(C=C1)B(O)O (4-fluorophenyl boronic acid). Reagents/catalysts: C(C)(=O)[O-].[Pd+2].C(C)(=O)[O-] (palladium (II) acetate). The product is FC1=CC=C(C=C1)C1=CC(=CC=C1F)C(C)(C)NC(=O)N1CCN2CCC1CC2 (N-[2-(4′,6-difluorobiphenyl-3-yl)propan-2-yl]-1,4-diazabicyclo[3.2.2]nonane-4-carboxamide). Procedure details: Using general procedure E, N-[2-(3-bromo-4-fluorophenyl)propan-2-yl]-1,4-diazabicyclo[3.2.2]nonane-4-carboxamide (100 mg, 0.261 mmol), 4-fluorophenyl boronic acid (91 mg, 0.65 mmol) and palladium (II) acetate gave the title compound as an off-white solid (64 mg, 62%). 1H NMR (400 MHz, CDCl3) δ 7.48 (m, 2H), 7.37-7.30 (m, 2H), 7.10-7.03 (m, 3H), 4.77 (s, 1H), 3.99 (br s, 1H), 3.58 (m, 2H), 3.10-2.90 (m, 6H), 1.98 (m, 2H) 1.71 (m, 8H) ppm. 13C NMR (100 MHz, CDCl3) δ 163.7, 161.3, 159.5, 157.1, 155... Reactants: O (water), C=O.N1=C(N)N=C(N)N=C1N (melamine-formaldehyde). The solvent is CO (methanol). The product is N1=C(N)N=C(N)N=C1N (melamine), C=O (formaldehyde), C1 -C4 -alkanols. Reaction SMILES: [CH2:1]=[O:2].[N:3]1[C:10]([NH2:11])=[N:9][C:7]([NH2:8])=[N:6][C:4]=1[NH2:5].O>CO>[N:3]1[C:10]([NH2:11])=[N:9][C:7]([NH2:8])=[N:6][C:4]=1[NH2:5].[CH2:1]=[O:2] |f:0.1|. Procedure: the melamine-formaldehyde precondensate used as starting material is miscible with water in every ratio without cloudiness. These precondensates are obtained by condensation of melamine with formaldehyde in the molar ratio from 1:3 to 1:6 and subsequent partial etherification with C1 -C4 -alkanols, preferably methanol, and